Dataset: the Open Reaction Database (ORD), a public repository of structured organic reaction records. Task: describe an organic reaction: reactants, conditions, products, and yield Starting materials: [N+](=O)([O-])C1=CC=C(C=C1)C1=CN=C(O1)C(=O)OCC (Ethyl 5-(4-nitrophenyl)oxazole-2-carboxylate), Cl.COC([C@@H](N)C(C)C)=O (L-valine methyl ester hydrochloride). Solvent: CCN(CC)CC (Et3N). Reaction conditions: temperature 110 celsius. Yields the product CC(C(C(=O)OC)NC(=O)C=1OC(=CN1)C1=CC=C(C=C1)[N+](=O)[O-])C (Methyl 3-methyl-2-(5-(4-nitrophenyl)oxazole-2-carboxamido)butanoate). The yield is 15.5%. RXN SMILES: [N+:1]([C:4]1[CH:9]=[CH:8][C:7]([C:10]2[O:14][C:13]([C:15]([O:17]CC)=O)=[N:12][CH:11]=2)=[CH:6][CH:5]=1)([O-:3])=[O:2].Cl.[CH3:21][O:22][C:23](=[O:29])[C@H:24]([CH:26]([CH3:28])[CH3:27])[NH2:25]>CCN(CC)CC>[CH3:27][CH:26]([CH3:28])[CH:24]([NH:25][C:15]([C:13]1[O:14][C:10]([C:7]2[CH:6]=[CH:5][C:4]([N+:1]([O-:3])=[O:2])=[CH:9][CH:8]=2)=[CH:11][N:12]=1)=[O:17])[C:23]([O:22][CH3:21])=[O:29] |f:1.2|. Procedure: An ethanolic solution of Ethyl 5-(4-nitrophenyl)oxazole-2-carboxylate (step D product, 3.4 g) and L-valine methyl ester hydrochloride (5.43 g) previously neutralized with Et3N (4.52 ml), was heated in a sealed tube at 110° C. for 2 days. EtOH was removed under reduced pressure and the crude material was chromatographed on silica gel in 1:9 EtOAc:Pet ether to get cream colored solid which was crystallized in EtOAc/pet ether to yield 700 mg (31%) of the title compound. 1HNMR (DMSO-d6, 300 MHz): δ ... Starting materials: CN1CCNCC1, Fc1ccc2c(c1)Sc1cc(Cl)ccc1CC2Cl, [Na+], [OH-]. Yields the product CN1CCN(C2Cc3ccc(Cl)cc3Sc3cc(F)ccc32)CC1. RXN SMILES: [CH3:19][N:20]1[CH2:21][CH2:22][NH:23][CH2:24][CH2:25]1.[Cl:1][c:2]1[cH:3][cH:4][c:5]2[c:6]([cH:18]1)[S:7][c:8]1[c:9]([cH:13][cH:14][c:15]([F:17])[cH:16]1)[CH:10]([Cl:12])[CH2:11]2.[Na+:27].[OH-:26]>>[Cl:1][c:2]1[cH:3][cH:4][c:5]2[c:6]([cH:18]1)[S:7][c:8]1[c:9]([cH:13][cH:14][c:15]([F:17])[cH:16]1)[CH:10]([N:23]1[CH2:22][CH2:21][N:20]([CH3:19])[CH2:25][CH2:24]1)[CH2:11]2. Starting materials: NC=1C=C2C(=CNC2=CC1)CC#N (5-aminoindole-3-acetonitrile), C1(CCCCC1)N=C=O (cyclohexylisocyanate). The solvent is C(C)O (ethanol). Conditions: time 1 hour. The product is C(#N)CC1=CNC2=CC=C(C=C12)NC(=O)NC1CCCCC1 (N-(3-Cyanomethyl-1H-indol-5-yl)-N'-cyclohexylurea). The yield is 55.8%. RXN SMILES: [NH2:1][C:2]1[CH:3]=[C:4]2[C:8](=[CH:9][CH:10]=1)[NH:7][CH:6]=[C:5]2[CH2:11][C:12]#[N:13].[CH:14]1([N:20]=[C:21]=[O:22])[CH2:19][CH2:18][CH2:17][CH2:16][CH2:15]1>C(O)C>[C:12]([CH2:11][C:5]1[C:4]2[C:8](=[CH:9][CH:10]=[C:2]([NH:1][C:21]([NH:20][CH:14]3[CH2:19][CH2:18][CH2:17][CH2:16][CH2:15]3)=[O:22])[CH:3]=2)[NH:7][CH:6]=1)#[N:13]. Procedure details: To a solution of 7.0 g (0.041 mole) of 5-aminoindole-3-acetonitrile in 100 ml of abs ethanol, at 0° under nitrogen atmosphere, was added 5.23 ml (0.041 mole) of cyclohexylisocyanate dropwise. After stirring at 0° for one hour the product was filtered and recrystallized from ethanol to give 6.78 g (56% yield) of desired product: m.p. 233°-234°; i.r. (Nujol) 3300, 3275, 2245 and 1622 cm-1. The reactants are CCOC(=O)C(C)(C)Br, CC(C)(Br)C(=O)[O-], O=C([O-])[O-], CCC(C)=O, COc1ccc(Cl)cc1C(=O)NCc1ccc(-c2ccc(O)cc2)cc1, [K+], [K+]. Product: CCOC(=O)C(C)(C)Oc1ccc(-c2ccc(CNC(=O)c3cc(Cl)ccc3OC)cc2)cc1. Reaction SMILES: [Br:33][C:34]([C:35](=[O:36])[O:37][CH2:38][CH3:39])([CH3:40])[CH3:41].[Br:42][C:43]([CH3:44])([CH3:45])[C:46]([O-:47])=[O:48].[C:27](=[O:28])([O-:29])[O-:30].[CH2:49]([C:50]([CH3:51])=[O:52])[CH3:53].[CH3:1][O:2][c:3]1[c:4]([C:5](=[O:6])[NH:7][CH2:8][c:9]2[cH:10][cH:11][c:12](-[c:15]3[cH:16][cH:17][c:18]([OH:21])[cH:19][cH:20]3)[cH:13][cH:14]2)[cH:22][c:23]([Cl:26])[cH:24][cH:25]1.[K+:31].[K+:32]>>[CH3:1][O:2][c:3]1[c:4]([C:5](=[O:6])[NH:7][CH2:8][c:9]2[cH:10][cH:11][c:12](-[c:15]3[cH:16][cH:17][c:18]([O:21][C:34]([C:35](=[O:36])[O:37][CH2:38][CH3:39])([CH3:40])[CH3:41])[cH:19][cH:20]3)[cH:13][cH:14]2)[cH:22][c:23]([Cl:26])[cH:24][cH:25]1. As a reaction SMILES: [C:1]([OH:6])(=O)[C:2]([NH2:4])=[O:3].CN1CCOCC1.ClC(OCC)=O.[CH:20]1([O:25][C:26]2[CH:27]=[C:28]([CH2:34][CH2:35][NH2:36])[CH:29]=[CH:30][C:31]=2[O:32][CH3:33])[CH2:24][CH2:23][CH2:22][CH2:21]1.[Cl-].[NH4+]>COCCOC>[CH:20]1([O:25][C:26]2[CH:27]=[C:28]([CH2:34][CH2:35][NH:36][C:1]([C:2]([NH2:4])=[O:3])=[O:6])[CH:29]=[CH:30][C:31]=2[O:32][CH3:33])[CH2:21][CH2:22][CH2:23][CH2:24]1 |f:4.5|. The reactants are C1(CCCC1)OC=1C=C(C=CC1OC)CCN (2-(3-cyclopentyloxy-4-methoxy-phenyl)ethylamine), C(C(=O)N)(=O)O (oxamic acid), CN1CCOCC1 (N-methylmorpholine), ClC(=O)OCC (ethyl chloroformate), [Cl-].[NH4+] (ammonium chloride). Yields the product C1(CCCC1)OC=1C=C(C=CC1OC)CCNC(=O)C(=O)N (N-[2-(3-Cyclopentyloxy-4-methoxyphenyl)ethyl]oxamide). Conditions: time 1 hour. Procedure: To a suspension of oxamic acid (1.76 g, 20 mmol) in 1,2-dimethoxyethane (75 mL) under an argon atmosphere was added dropwise N-methylmorpholine (2.55 mL, 23 mmol) followed by ethyl chloroformate (2.20 mL, 23 mmol). After stirring for 1 h at room temperature, a solution of 2-(3-cyclopentyloxy-4-methoxy-phenyl)ethylamine (4.65 g, 20 mmol) in 1,2-dimethoxyethane (30 mL) was added over 5 min, and the resulting mixture was stirred for 2 h. Saturated aqueous ammonium chloride was added and the solvent... Yield: 29.7%. Solvent: COCCOC (1,2-dimethoxyethane), COCCOC (1,2-dimethoxyethane). Starting materials: Cl (HCl), CC1=CC=C(O1)C(O)CC#C (5-methyl-2-furylpropargylcarbinol), [OH-].[Na+] (NaOH), Cl (HCl), [Cl-].[Na+] (sodium chloride), [OH-].[Na+] (NaOH), [OH-].[Na+] (NaOH), Cl (HCl), [OH-].[Na+] (NaOH). The solvent is O (water). Reaction conditions: time 4 hour. Product: C(C#C)C=1C(CC(C1C)O)=O (2-propargyl-3-methyl-4-hydroxy-2-cyclopentenone). As a reaction SMILES: [CH3:1][C:2]1[O:6][C:5]([CH:7]([CH2:9][C:10]#[CH:11])O)=[CH:4][CH:3]=1.[OH-:12].[Na+].Cl.[Cl-].[Na+]>O>[CH2:3]([C:4]1[C:5](=[O:6])[CH2:7][CH:9]([OH:12])[C:10]=1[CH3:11])[C:2]#[CH:1] |f:1.2,4.5|. Procedure: In a reaction vessel, water (200 ml) and 5-methyl-2-furylpropargylcarbinol (5 g) were charged, and the pH value was adjusted to 4 with an aqueous 1/3N NaOH solution and an aqueous 1/3N HCl solution. The temperature was elevated to 100° C. to reflux, and the mixture was stirred under reflux for 16 hours while maintaining the pH value of 3.8 to 4.1 by the addition of an aqueous 1/3N NaOH solution and an aqueous 1/3N HCl solution. Then, the pH value was adjusted to 8.0 with an aqueous 1/3N NaOH sol... Starting materials: C1(=CC=CC=C1)CCCCCCCNC1=CC=C(C(=O)OCC)C=C1 (Ethyl p-[(7-Phenylheptyl)amino]benzoate), Cl (hydrochloric acid), [OH-].[K+] (KOH), C(C)O.O (ethanol water). The solvent is O (H2O). Product: C1(=CC=CC=C1)CCCCCCCNC1=CC=C(C(=O)O)C=C1 (p-[(7-Phenylheptyl)amino]benzoic Acid). RXN SMILES: [C:1]1([CH2:7][CH2:8][CH2:9][CH2:10][CH2:11][CH2:12][CH2:13][NH:14][C:15]2[CH:25]=[CH:24][C:18]([C:19]([O:21]CC)=[O:20])=[CH:17][CH:16]=2)[CH:6]=[CH:5][CH:4]=[CH:3][CH:2]=1.[OH-].[K+].C(O)C.O.Cl>O>[C:1]1([CH2:7][CH2:8][CH2:9][CH2:10][CH2:11][CH2:12][CH2:13][NH:14][C:15]2[CH:16]=[CH:17][C:18]([C:19]([OH:21])=[O:20])=[CH:24][CH:25]=2)[CH:2]=[CH:3][CH:4]=[CH:5][CH:6]=1 |f:1.2,3.4|. Reported procedure: A mixture of 5 g. of ethyl p-[(7-phenylheptyl)amino]benzoate (prepared as described in Example 34), 5 g. of KOH and 50 ml. of ethanol-water (9:1) is refluxed for 3.5 hours. The mixture is acidified while hot with concentrated hydrochloric acid, diluted with H2O, chilled and filtered. The solid is washed with H2O to give off-white crystals, m.p. 123°-126° C. Recrystallization from ethanol gives tan crystals, m.p. 123.5°-125° C.